From a dataset of the Open Reaction Database (ORD), a public repository of structured organic reaction records. describe an organic reaction: reactants, conditions, products, and yield The reactants are C#CCO, CC(C)NC(C)C, [Cu]I, Ic1cccs1. The product is OCC#Cc1cccs1. Reaction SMILES: [CH2:7]([C:8]#[CH:9])[OH:10].[CH:11]([NH:12][CH:13]([CH3:14])[CH3:15])([CH3:16])[CH3:17].[Cu:18][I:19].[I:1][c:2]1[s:3][cH:4][cH:5][cH:6]1>>[c:2]1([C:9]#[C:8][CH2:7][OH:10])[s:3][cH:4][cH:5][cH:6]1. The reactants are CN(C)CCN, CN(C)C=O, O, On1nnc2ccccc21, Cc1cccc(Nc2nc(NCCc3ccc(O)cc3)ncc2C(=O)O)c1. Product: Cc1cccc(Nc2nc(NCCc3ccc(O)cc3)ncc2C(=O)NCCN(C)C)c1. As a reaction SMILES: [CH3:43][N:44]([CH2:45][CH2:46][NH2:47])[CH3:48].[O:1]=[CH:2][N:3]([CH3:4])[CH3:5].[OH2:49].[OH:33][n:34]1[c:35]2[c:36]([cH:37][cH:38][cH:39][cH:40]2)[n:41][n:42]1.[OH:6][c:7]1[cH:8][cH:9][c:10]([CH2:13][CH2:14][NH:15][c:16]2[n:17][cH:18][c:19]([C:30](=[O:31])[OH:32])[c:20]([NH:22][c:23]3[cH:24][c:25]([CH3:29])[cH:26][cH:27][cH:28]3)[n:21]2)[cH:11][cH:12]1>>[OH:6][c:7]1[cH:8][cH:9][c:10]([CH2:13][CH2:14][NH:15][c:16]2[n:17][cH:18][c:19]([C:30](=[O:32])[NH:47][CH2:46][CH2:45][N:44]([CH3:43])[CH3:48])[c:20]([NH:22][c:23]3[cH:24][c:25]([CH3:29])[cH:26][cH:27][cH:28]3)[n:21]2)[cH:11][cH:12]1. The reactants are product, C(C)(C)(C)[O-].[K+] (potassium tert-butanolate), FC1=C(C=CC=C1)[N+](=O)[O-] (2-fluoro-nitrobenzene), NC1=CC=C(C(=O)C2=CC=CC=C2)C=C1 (4-aminobenzophenone). The solvent is CS(=O)C (DMSO). The product is C(C1=CC=CC=C1)(=O)C1=CC=C(C=C1)NC1=C(C=CC=C1)[N+](=O)[O-] ((4-benzoyl-phenyl)-(2-nitro-phenyl)-amine). As a reaction SMILES: F[C:2]1[CH:7]=[CH:6][CH:5]=[CH:4][C:3]=1[N+:8]([O-:10])=[O:9].[NH2:11][C:12]1[CH:25]=[CH:24][C:15]([C:16]([C:18]2[CH:23]=[CH:22][CH:21]=[CH:20][CH:19]=2)=[O:17])=[CH:14][CH:13]=1.C([O-])(C)(C)C.[K+]>CS(C)=O>[C:16]([C:15]1[CH:14]=[CH:13][C:12]([NH:11][C:2]2[CH:7]=[CH:6][CH:5]=[CH:4][C:3]=2[N+:8]([O-:10])=[O:9])=[CH:25][CH:24]=1)(=[O:17])[C:18]1[CH:19]=[CH:20][CH:21]=[CH:22][CH:23]=1 |f:2.3|. Procedure: The product (770 mg) is obtained according to the method of stage 1 of Example 4, by using 1.5 mL of 2-fluoro-nitrobenzene and 4.2 g of 4-aminobenzophenone in the presence of 2.54 g of potassium tert-butanolate in 40 mL of DMSO.